Dataset: the Open Reaction Database (ORD), a public repository of structured organic reaction records. Task: describe an organic reaction: reactants, conditions, products, and yield Reaction SMILES: [Br:1][c:2]1[c:3]([NH:14][C:15]([O:16][C:17]([CH3:18])([CH3:19])[CH3:20])=[O:21])[cH:4][cH:5][c:6]2[cH:7][cH:8][c:9]([C:12]#[N:13])[cH:10][c:11]12.[Cl:24][CH:25]=[CH:26][CH2:27][Cl:28].[H-:23].[Na+:22].[O:29]=[CH:30][N:31]([CH3:32])[CH3:33]>>[Br:1][c:2]1[c:3]([N:14]([C:15]([O:16][C:17]([CH3:18])([CH3:19])[CH3:20])=[O:21])[CH2:27][CH:26]=[CH:25][Cl:24])[cH:4][cH:5][c:6]2[cH:7][cH:8][c:9]([C:12]#[N:13])[cH:10][c:11]12. The reactants are CC(C)(C)OC(=O)Nc1ccc2ccc(C#N)cc2c1Br, ClC=CCCl, [H-], [Na+], CN(C)C=O. Yields the product CC(C)(C)OC(=O)N(CC=CCl)c1ccc2ccc(C#N)cc2c1Br. Reactants: FC1=C(C=C(C=C1)F)[C@@H]1N(CCC1)C=1C=CC=2N(N1)C(=CN2)N ((R)-6-(2-(2,5-difluorophenyl)pyrrolidin-1-yl)imidazo[1,2-b]pyridazin-3-amine), CS(=O)(=O)NC1=CC=C(C(=O)O)C=C1 (4-(methylsulfonamido)benzoic acid), 2(1H-azabenzotriazol-1-yl)-1,1,3,3-tetramethyl uranium hexafluorophophate methanaminium, CN(C)C=O (DMF), CCN(C(C)C)C(C)C (DIEA). Run in CCOC(=O)C (EtOAc). Reaction conditions: time 8 hour. Yields the product FC1=C(C=C(C=C1)F)[C@@H]1N(CCC1)C=1C=CC=2N(N1)C(=CN2)NC(C2=CC=C(C=C2)NS(=O)(=O)C)=O ((R)—N-(6-(2-(2,5-difluorophenyl)pyrrolidin-1-yl)imidazo[1,2-b]pyridazin-3-yl)-4-(methylsulfonamido)benzamide). The yield is 26.7%. As a reaction SMILES: [F:1][C:2]1[CH:7]=[CH:6][C:5]([F:8])=[CH:4][C:3]=1[C@H:9]1[CH2:13][CH2:12][CH2:11][N:10]1[C:14]1[CH:15]=[CH:16][C:17]2[N:18]([C:20]([NH2:23])=[CH:21][N:22]=2)[N:19]=1.[CH3:24][S:25]([NH:28][C:29]1[CH:37]=[CH:36][C:32]([C:33](O)=[O:34])=[CH:31][CH:30]=1)(=[O:27])=[O:26].CN(C=O)C.CCN(C(C)C)C(C)C>CCOC(C)=O>[F:1][C:2]1[CH:7]=[CH:6][C:5]([F:8])=[CH:4][C:3]=1[C@H:9]1[CH2:13][CH2:12][CH2:11][N:10]1[C:14]1[CH:15]=[CH:16][C:17]2[N:18]([C:20]([NH:23][C:33](=[O:34])[C:32]3[CH:36]=[CH:37][C:29]([NH:28][S:25]([CH3:24])(=[O:27])=[O:26])=[CH:30][CH:31]=3)=[CH:21][N:22]=2)[N:19]=1. Procedure details: A reaction vial was charged with (R)-6-(2-(2,5-difluorophenyl)pyrrolidin-1-yl)imidazo[1,2-b]pyridazin-3-amine (Preparation B; 30 mg, 0.095 mmol), 4-(methylsulfonamido)benzoic acid (41 mg, 0.19 mmol), and 2(1H-azabenzotriazol-1-yl)-1,1,3,3-tetramethyl uranium hexafluorophophate methanaminium (HATU; 72 mg, 0.19 mmol). DMF (0.8 mL) was added to the mixture to make a solution. The reaction mixture was cooled in an ice bath for 10 minutes before DIEA (0.05 mL, 0.29 mmol) was added dropwise. After add... Starting materials: C(CC)N(N1C=CC2=CC(=CC=C12)O)C1=CC=NC=C1 (1-(propyl-4-pyridinylamino)-1H-indol-5-ol), C([O-])([O-])=O.[K+].[K+] (potassium carbonate), C(CC)N=C=O (propyl isocyanate). Solvent: O1CCCC1 (tetrahydrofuran). Reaction conditions: time 2 hour. Product: C(CC)NC(OC=1C=C2C=CN(C2=CC1)N(C1=CC=NC=C1)CCC)=O (1-(Propyl-4-pyridinylamino)-1H-indol-5-yl propylcarbamate). The yield is 101.1%. As a reaction SMILES: [CH2:1]([N:4]([C:15]1[CH:20]=[CH:19][N:18]=[CH:17][CH:16]=1)[N:5]1[C:13]2[C:8](=[CH:9][C:10]([OH:14])=[CH:11][CH:12]=2)[CH:7]=[CH:6]1)[CH2:2][CH3:3].C(=O)([O-])[O-].[K+].[K+].[CH2:27]([N:30]=[C:31]=[O:32])[CH2:28][CH3:29]>O1CCCC1>[CH2:27]([NH:30][C:31](=[O:32])[O:14][C:10]1[CH:9]=[C:8]2[C:13](=[CH:12][CH:11]=1)[N:5]([N:4]([CH2:1][CH2:2][CH3:3])[C:15]1[CH:20]=[CH:19][N:18]=[CH:17][CH:16]=1)[CH:6]=[CH:7]2)[CH2:28][CH3:29] |f:1.2.3|. Reported procedure: To a solution of 1-(propyl-4-pyridinylamino)-1H-indol-5-ol (2.1 g) in 50 ml of tetrahydrofuran was added potassium carbonate (milled, 1.3 g). Then propyl isocyanate (0.67 g) was added and the reaction mixture was stirred for 2 hours. The mixture was filtered and the filtrate was concentrated to yield an oil (2.8 g), which was eluted with 5% methanol/dichloromethane on a silica gel column via HPLC. The desired fractions were concentrated to yield an oil which solidified on standing (2.5 g), m.p. ... The reactants are CC=1C=CC(=CC1NC=2N=CC=C(N2)C=3C=CC=NC3)NC(=O)C=4C=CC(=CC4)CN5CCN(CC5)C (Imatinib), CC=1C=CC(=CC1NC=2N=CC=C(N2)C=3C=CC=NC3)NC(=O)C=4C=CC(=CC4)CN5CCN(CC5)C (imatinib), CC(C)(C)OC (TBME), O (water), CS(=O)(=O)O (methanesulfonic acid). Run in C(C)O (Ethanol). Reaction conditions: temperature -5 celsius, time 10 minute. The product is CC=1C=CC(=CC1NC=2N=CC=C(N2)C=3C=CC=NC3)NC(=O)C=4C=CC(=CC4)CN5CCN(CC5)C.CS(=O)(=O)O (Imatinib Mesylate). Reaction SMILES: [CH3:1][C:2]1[CH:3]=[CH:4][C:5]([NH:21][C:22]([C:24]2[CH:25]=[CH:26][C:27]([CH2:30][N:31]3[CH2:36][CH2:35][N:34]([CH3:37])[CH2:33][CH2:32]3)=[CH:28][CH:29]=2)=[O:23])=[CH:6][C:7]=1[NH:8][C:9]1[N:10]=[CH:11][CH:12]=[C:13]([C:15]2[CH:16]=[CH:17][CH:18]=[N:19][CH:20]=2)[N:14]=1.O.[CH3:39][S:40]([OH:43])(=[O:42])=[O:41].CC(OC)(C)C>C(O)C>[CH3:1][C:2]1[CH:3]=[CH:4][C:5]([NH:21][C:22]([C:24]2[CH:29]=[CH:28][C:27]([CH2:30][N:31]3[CH2:32][CH2:33][N:34]([CH3:37])[CH2:35][CH2:36]3)=[CH:26][CH:25]=2)=[O:23])=[CH:6][C:7]=1[NH:8][C:9]1[N:10]=[CH:11][CH:12]=[C:13]([C:15]2[CH:16]=[CH:17][CH:18]=[N:19][CH:20]=2)[N:14]=1.[CH3:39][S:40]([OH:43])(=[O:42])=[O:41] |f:5.6|. Procedure details: Imatinib base (60 g; 0.1216 mole) was suspended in 1200 ml of Ethanol and stirred. Reactor was kept under flow of nitrogen during all of the experiment (6 litres per hour). Then, 24 ml of water was added to the suspension and the temperature was adjusted at −15° C. An ethanolic solution of methanesulfonic acid (79.8 ml 10% V/V; 0.1213 mole) was added during 2 minutes to the reaction mixture. Temperature of the solution was set at −10° C. during 10 minutes, imatinib base was dissolved and seeding... The reactants are ClCC(C)=O (chloroacetone), C(=O)(O)[O-].[Na+] (NaHCO3), Cl.NNC(=O)N (semicarbazide hydrochloride). Run in O (water), C1CCOC1 (THF). Yields the product N(NC(=O)N)=C(CCl)C (2-semicarbazono-1-chloropropane). RXN SMILES: [Cl:1][CH2:2][C:3](=O)[CH3:4].C([O-])(O)=O.[Na+].Cl.[NH2:12][NH:13][C:14]([NH2:16])=[O:15]>O.C1COCC1>[N:12](=[C:3]([CH3:4])[CH2:2][Cl:1])[NH:13][C:14]([NH2:16])=[O:15] |f:1.2,3.4|. Procedure details: Add 1.0 gm chloroacetone and a solution of 0.84 gm NaHCO3 in 10 ml water to a solution of 1.1 gm semicarbazide hydrochloride in 25 ml THF and stir overnight. Two layers form. Separate the top layer and concentrate to obtain an off-white solid, 2-semicarbazono-1-chloropropane. Reactants: BrCC1=CC(=CC=C1)Cl (1-Bromomethyl-3-chloro-benzene), N1C=C(C2=CC=CC=C12)C(=O)OC (methyl indole 3-carboxylate), NC=1SC=CN1 (2-aminothiazole), N1C=CC2=CC=CC=C12 (Indole). Product: S1C(=NC=C1)NC(=O)C1=CN(C2=CC=CC=C12)CC1=CC(=CC=C1)Cl (1-(3-Chloro-benzyl)-1H-indole-3-carboxylic acid thiazol-2-ylamide). As a reaction SMILES: Br[CH2:2][C:3]1[CH:8]=[CH:7][CH:6]=[C:5]([Cl:9])[CH:4]=1.[NH2:10][C:11]1[S:12][CH:13]=[CH:14][N:15]=1.N1C2C(=CC=CC=2)C=C1.[NH:25]1[C:33]2[C:28](=[CH:29][CH:30]=[CH:31][CH:32]=2)[C:27]([C:34](OC)=[O:35])=[CH:26]1>>[S:12]1[CH:13]=[CH:14][N:15]=[C:11]1[NH:10][C:34]([C:27]1[C:28]2[C:33](=[CH:32][CH:31]=[CH:30][CH:29]=2)[N:25]([CH2:2][C:3]2[CH:8]=[CH:7][CH:6]=[C:5]([Cl:9])[CH:4]=2)[CH:26]=1)=[O:35]. Procedure details: R5X=1-Bromomethyl-3-chloro-benzene; NH2A=2-aminothiazole; Indole starting material=methyl indole 3-carboxylate The reactants are C(=O)(O)[O-].[Na+] (NaHCO3), COC(=O)[C@H]1N(CC=2C=C3C(=CC2C1)OC[C@@H](O3)C3=CC=C(C=C3)OC(C)=O)[C@@H](CC)C3=CC=CC=C3 ((3S,8S)-3-(4-Acetoxy-phenyl)-7-((S)-1-phenyl-propyl)-2,3,6,7,8,9-hexahydro-[1,4]dioxino[2,3-g]isoquinoline-8-carboxylic acid methyl ester), O (water). Solvent: CO (methanol). Run at time 2.5 hour. Yields the product COC(=O)[C@H]1N(CC=2C=C3C(=CC2C1)OC[C@@H](O3)C3=CC=C(C=C3)O)[C@@H](CC)C3=CC=CC=C3 ((3S,8S)-3-(4-Hydroxy-phenyl)-7-((S)-1-phenyl-propyl)-2,3,6,7,8,9-hexahydro-[1,4]dioxino[2,3-g]isoquinoline-8-carboxylic acid methyl ester). Yield: 100.1%. RXN SMILES: [CH3:1][O:2][C:3]([C@@H:5]1[CH2:14][C:13]2[CH:12]=[C:11]3[O:15][CH2:16][C@H:17]([C:19]4[CH:24]=[CH:23][C:22]([O:25]C(=O)C)=[CH:21][CH:20]=4)[O:18][C:10]3=[CH:9][C:8]=2[CH2:7][N:6]1[C@H:29]([C:32]1[CH:37]=[CH:36][CH:35]=[CH:34][CH:33]=1)[CH2:30][CH3:31])=[O:4].C([O-])(O)=O.[Na+].O>CO>[CH3:1][O:2][C:3]([C@@H:5]1[CH2:14][C:13]2[CH:12]=[C:11]3[O:15][CH2:16][C@H:17]([C:19]4[CH:24]=[CH:23][C:22]([OH:25])=[CH:21][CH:20]=4)[O:18][C:10]3=[CH:9][C:8]=2[CH2:7][N:6]1[C@H:29]([C:32]1[CH:33]=[CH:34][CH:35]=[CH:36][CH:37]=1)[CH2:30][CH3:31])=[O:4] |f:1.2|. Reported procedure: (3S,8S)-3-(4-Acetoxy-phenyl)-7-((S)-1-phenyl-propyl)-2,3,6,7,8,9-hexahydro-[1,4]dioxino[2,3-g]isoquinoline-8-carboxylic acid methyl ester (120 mg) was dissolved in methanol (5 mL). To this solution was added NaHCO3 (400 mg). The mixture was stirred at rt for 2-3 h. After completion of the reaction, the mixture was poured into water (10 mL) and was extracted with EtOAc (30 mL). The organic layer was washed with water, brine, dried and concentrated to get the desired product as a white solid (110 ... Starting materials: C1(CCCCC1)P(C1CCCCC1)=S (dicyclohexylphosphine sulfide), P(Cl)(Cl)(Cl)(Cl)Cl (PCl5). The solvent is C1(=CC=CC=C1)C (toluene), C1(=CC=CC=C1)C (toluene). Reaction conditions: time 4 hour. Yields the product C1(CCCCC1)P(=S)(C1CCCCC1)Cl (dicyclohexylthiophosphinic acid chloride). RXN SMILES: [CH:1]1([PH:7](=[S:14])[CH:8]2[CH2:13][CH2:12][CH2:11][CH2:10][CH2:9]2)[CH2:6][CH2:5][CH2:4][CH2:3][CH2:2]1.P(Cl)(Cl)(Cl)(Cl)[Cl:16]>C1(C)C=CC=CC=1>[CH:1]1([P:7]([Cl:16])([CH:8]2[CH2:13][CH2:12][CH2:11][CH2:10][CH2:9]2)=[S:14])[CH2:2][CH2:3][CH2:4][CH2:5][CH2:6]1. Procedure details: A solution of 23 g (0.1 mol) dicyclohexylphosphine sulfide in 50 ml toluene was dropped into a suspension of 21 g (0.1 mol) PCl5 in 50 ml toluene. The reaction was exothermal and reached a maximum temperature of 35° C. After 4 hours, the low boilers were removed from the clear yellowish solution under vacuum. Yield: 24.3 g (91.5% of the theoretical). 31P-NMR: δ P=119.3 ppm. The reactants are CCOC(=O)c1cc2ccc3c(c2cc1O)OC(n1cccc1)=C(C#N)C3c1cccc([N+](=O)[O-])c1, O=C([O-])[O-], CI, [K+], [K+], CN(C)C=O, O. The product is CCOC(=O)c1cc2ccc3c(c2cc1OC)OC(n1cccc1)=C(C#N)C3c1cccc([N+](=O)[O-])c1. As a reaction SMILES: [C:1](#[N:2])[C:3]1=[C:8]([n:9]2[cH:10][cH:11][cH:12][cH:13]2)[O:7][c:6]2[c:5]([cH:21][cH:20][c:19]3[c:14]2[cH:15][c:16]([OH:27])[c:17]([C:22](=[O:23])[O:24][CH2:25][CH3:26])[cH:18]3)[CH:4]1[c:28]1[cH:29][c:30]([N+:34](=[O:35])[O-:36])[cH:31][cH:32][cH:33]1.[C:37](=[O:38])([O-:39])[O-:40].[CH3:43][I:44].[K+:41].[K+:42].[O:46]=[CH:47][N:48]([CH3:49])[CH3:50].[OH2:45]>>[C:1](#[N:2])[C:3]1=[C:8]([n:9]2[cH:10][cH:11][cH:12][cH:13]2)[O:7][c:6]2[c:5]([cH:21][cH:20][c:19]3[c:14]2[cH:15][c:16]([O:27][CH3:37])[c:17]([C:22](=[O:23])[O:24][CH2:25][CH3:26])[cH:18]3)[CH:4]1[c:28]1[cH:29][c:30]([N+:34](=[O:35])[O-:36])[cH:31][cH:32][cH:33]1. Starting materials: C(C)(C)(C)OC(=O)N1C(=CNCC1)C(=O)OCC (ethyl 1-tert-butoxycarbonyl-1,4,5,6-tetrahydropyrazine-2-carboxylate). Reagents/catalysts: [Pt](=O)=O (platinum dioxide). Run in C(C)(=O)O (acetic acid), [H][H] (hydrogen). Yields the product C(C)(C)(C)OC(=O)N1C(CNCC1)C(=O)OCC (ethyl 1-tert-butoxycarbonyl- piperazine-2-carboxylate). The yield is 90.3%. RXN SMILES: [C:1]([O:5][C:6]([N:8]1[CH2:13][CH2:12][NH:11][CH:10]=[C:9]1[C:14]([O:16][CH2:17][CH3:18])=[O:15])=[O:7])([CH3:4])([CH3:3])[CH3:2]>C(O)(=O)C.[H][H].[Pt](=O)=O>[C:1]([O:5][C:6]([N:8]1[CH2:13][CH2:12][NH:11][CH2:10][CH:9]1[C:14]([O:16][CH2:17][CH3:18])=[O:15])=[O:7])([CH3:4])([CH3:3])[CH3:2]. Reported procedure: A solution of ethyl 1-tert-butoxycarbonyl-1,4,5,6-tetrahydropyrazine-2-carboxylate (69.0 g) in acetic acid (AcOH, 500 ml) was subjected to catalytic reduction using platinum dioxide (4.0 g) at 40° C. in hydrogen at 3 atm for 4 hours. The catalyst was removed by filtration, and the filtrate was concentrated in vacuo. The residue was dissolved in H2O (800 ml) and the solution was washed with Et2O (500 ml×2). To the aqueous layer was added NaHCO3 to adjust the pH of the solution to 8 and the soluti...